Dataset: the Open Reaction Database (ORD), a public repository of structured organic reaction records. Task: describe an organic reaction: reactants, conditions, products, and yield Starting materials: CI (methyl iodide), OC1(CCOCC1)C1=CC=C(C#N)C=C1 (4-(4-hydroxytetrahydro-2H-pyran-4-yl)benzonitrile), OC1(CCOCC1)C1=CC=C(C#N)C=C1 (4-(4-hydroxytetrahydro-2H-pyran-4-yl)benzonitrile), [H-].[Na+] (sodium hydride). Run in CN(C)C=O (DMF), O (water). Product: COC1(CCOCC1)C1=CC=C(C#N)C=C1 (4-(4-Methoxytetrahydro-2H-pyran-4-yl)benzonitrile). Reaction SMILES: [OH:1][C:2]1([C:8]2[CH:15]=[CH:14][C:11]([C:12]#[N:13])=[CH:10][CH:9]=2)[CH2:7][CH2:6][O:5][CH2:4][CH2:3]1.[H-].[Na+].[CH3:18]I>CN(C=O)C.O>[CH3:18][O:1][C:2]1([C:8]2[CH:15]=[CH:14][C:11]([C:12]#[N:13])=[CH:10][CH:9]=2)[CH2:7][CH2:6][O:5][CH2:4][CH2:3]1 |f:1.2|. Procedure details: To a solution of 4-(4-hydroxytetrahydro-2H-pyran-4-yl)benzonitrile (Step 1 of Intermediate I, 300 mg, 1.48 mmol) in DMF (6.5 mL) was added sodium hydride (60% suspension in mineral oil, 65 mg, 1.62 mmol) at a temperature of ˜5° C. The reaction mixture was allowed to stirr for 1 h at this temperature, before methyl iodide (110 μL, 1.77 mmol) was added. Stirring was continued over night at rt. The mixture was diluted with water and extracted with diethyl ether. The organic extract was dried with a... The reactants are C1(CC1)SC1=CC=C(C=C1)C(=O)C1=NC(=C(C=C1)C(F)(F)F)OC ([4-(cyclopropylsulfanyl)phenyl][6-methoxy-5-(trifluoromethyl)pyridin-2-yl]methanone), [Si](C1=CC=CC=C1)(C1=CC=CC=C1)(C(C)(C)C)OC[C@@H](CS(=O)(=O)C1=NN=NN1C1=CC=CC=C1)C (5-{[(2S)-3-{[tert-butyl(diphenyl)silyl]oxy}-2-methylpropyl]sulfonyl}-1-phenyl-1H-tetrazole). Product: C1(=CC=CC=C1)N1N=NN=C1S(=O)(=O)CC1COCC1 (1-phenyl-5-[(tetrahydrofuran-3-ylmethyl)sulfonyl]-1H-tetrazole). As a reaction SMILES: [CH:1]1(SC2C=CC(C(C3C=CC(C(F)(F)F)=C(OC)N=3)=O)=CC=2)CC1.[Si]([O:42][CH2:43][C@H:44]([CH3:60])[CH2:45][S:46]([C:49]1[N:53]([C:54]2[CH:59]=[CH:58][CH:57]=[CH:56][CH:55]=2)[N:52]=[N:51][N:50]=1)(=[O:48])=[O:47])(C(C)(C)C)(C1C=CC=CC=1)C1C=CC=CC=1>>[C:54]1([N:53]2[C:49]([S:46]([CH2:45][CH:44]3[CH2:60][CH2:1][O:42][CH2:43]3)(=[O:47])=[O:48])=[N:50][N:51]=[N:52]2)[CH:55]=[CH:56][CH:57]=[CH:58][CH:59]=1. Reported procedure: The title compound was obtained as a white solid (24 mg, 13% (three steps)) by performing substantially the same reaction as in Examples 1-47(1), 1-2 and 1-1(2) sequentially except for using [4-(cyclopropylsulfanyl)phenyl][6-methoxy-5-(trifluoromethyl)pyridin-2-yl]methanone obtained in Reference Example 1-68 and using 5-{[(2S)-3-{[tert-butyl(diphenyl)silyl]oxy}-2-methylpropyl]sulfonyl}-1-phenyl-1H-tetrazole obtained in Reference Example 3-15 in place of 1-phenyl-5-[(tetrahydrofuran-3-ylmethyl)su... The reactants are CS(=O)(=O)C1=CC=C(OCC#N)C=C1 ((4-methanesulfonyl-phenoxy)-acetonitrile), C(=O)([O-])[O-].[K+].[K+] (K2CO3), Cl.NO (hydroxylamine hydrogenchloride). Solvent: O (H2O), CCO (EtOH). Yields the product ONC(COC1=CC=C(C=C1)S(=O)(=O)C)=N (N-Hydroxy-2-(4-methanesulfonyl-phenoxy)-acetamidine). RXN SMILES: [CH3:1][S:2]([C:5]1[CH:14]=[CH:13][C:8]([O:9][CH2:10][C:11]#[N:12])=[CH:7][CH:6]=1)(=[O:4])=[O:3].C([O-])([O-])=O.[K+].[K+].Cl.[NH2:22][OH:23]>O.CCO>[OH:23][NH:22][C:11](=[NH:12])[CH2:10][O:9][C:8]1[CH:7]=[CH:6][C:5]([S:2]([CH3:1])(=[O:3])=[O:4])=[CH:14][CH:13]=1 |f:1.2.3,4.5|. Procedure details: To a mixture of (4-methanesulfonyl-phenoxy)-acetonitrile (2 g, 9.5 mmol), K2CO3 (1.3 g, 9.5 mmol) in H2O (30 mL) and EtOH (15 mL) was added hydroxylamine hydrogenchloride (1.32 g, 19 mmol). The mixture was heated under reflux overnight, cooled and ethanol was removed in vacuo and the residue was extracted with EtOAc (150 mL). The organic layer was washed successively with H2O and brine. After drying (Na2SO4), the solvent was removed to afford the desired product. The reactants are NC1=C(C=CC(=C1OC1=CC=CC=C1)Br)O (2-amino-4-bromo-3-phenoxyphenol), C(OCC)([O-])[O-] (ethyl orthoformate). Product: BrC=1C=CC2=C(N=CO2)C1OC1=CC=CC=C1 (5-Bromo-4-phenoxy-1,3-benzoxazole). Isolated yield 96.6%. RXN SMILES: [NH2:1][C:2]1[C:7]([O:8][C:9]2[CH:14]=[CH:13][CH:12]=[CH:11][CH:10]=2)=[C:6]([Br:15])[CH:5]=[CH:4][C:3]=1[OH:16].[CH:17]([O-])([O-])OCC>>[Br:15][C:6]1[CH:5]=[CH:4][C:3]2[O:16][CH:17]=[N:1][C:2]=2[C:7]=1[O:8][C:9]1[CH:14]=[CH:13][CH:12]=[CH:11][CH:10]=1. Procedure: A solution of 2-amino-4-bromo-3-phenoxyphenol (0.075 g, 0.268 mmol) in ethyl orthoformate (0.405 mL, 2.43 mmol) was heated at 100° C. for 2.5 h. after which time the reaction mixture was cooled to RT and concentrated in vacuo to a crude residue. Purification by flash column chromatography (100% hexanes to 50% EtOAc/hexanes) gave the desired product (75.1 mg, 97%) as a white solid. LCMS calculated for C13H9BrNO2 (M+H)+: m/z=290.0, 292.0. found: 289.9, 291.9. The reactants are C(C)(C)N(CC)C(C)C (diisopropylethylamine), FC(S(=O)(=O)[O-])(F)F.CSC1=[N+](C=CN1C)CCS (2-methylthio-3-methyl-1-(2-mercaptoethyl)imidazolium trifluoromethanesulfonate), O[C@H](C)[C@@H]1[C@H]2CC(C(N2C1=O)C(=O)OCC1=CC=C(C=C1)[N+](=O)[O-])=O (p-nitrobenzyl (5R, 6S)-6-[1-(R)-hydroxyethyl]-3,7-dioxo-1-azabicyclo[3.2.0]heptane-2-carboxylate), C(C)(C)N(CC)C(C)C (diisopropylethylamine), P(=O)(OC1=CC=CC=C1)(OC1=CC=CC=C1)Cl (diphenyl chlorophosphate). Run in O (H2O), C(C)#N (acetonitrile), C(C)#N (acetonitrile). Reaction conditions: time 1 hour. Product: C1(=CC=CC=C1)OP(=O)(OC1=CC=CC=C1)[O-].CSC1=[N+](C=CN1C)CCSC1=C(N2C([C@@H]([C@H]2C1)[C@@H](C)O)=O)C(=O)OCC1=CC=C(C=C1)[N+](=O)[O-] (p-Nitrobenzyl (5R, 6S)-3-[2-(2-methylthio-3-methylimidazolio)ethyl thio]-6-[1-(R)-hydroxyethyl]-7-oxo-1-azabicyclo[3.2.0]hept-2-ene-2-carboxylate diphenylphosphate). Isolated yield 58.5%. RXN SMILES: [OH:1][C@@H:2]([C@H:4]1[C:10](=[O:11])[N:9]2[C@@H:5]1[CH2:6][C:7](=O)[CH:8]2[C:12]([O:14][CH2:15][C:16]1[CH:21]=[CH:20][C:19]([N+:22]([O-:24])=[O:23])=[CH:18][CH:17]=1)=[O:13])[CH3:3].C(N(C(C)C)CC)(C)C.[P:35](Cl)([O:44][C:45]1[CH:50]=[CH:49][CH:48]=[CH:47][CH:46]=1)([O:37][C:38]1[CH:43]=[CH:42][CH:41]=[CH:40][CH:39]=1)=[O:36].FC(F)(F)S([O-])(=O)=O.[CH3:60][S:61][C:62]1[N:66]([CH3:67])[CH:65]=[CH:64][N+:63]=1[CH2:68][CH2:69][SH:70]>C(#N)C.O>[C:38]1([O:37][P:35]([O-:1])([O:44][C:45]2[CH:50]=[CH:49][CH:48]=[CH:47][CH:46]=2)=[O:36])[CH:43]=[CH:42][CH:41]=[CH:40][CH:39]=1.[CH3:60][S:61][C:62]1[N:66]([CH3:67])[CH:65]=[CH:64][N+:63]=1[CH2:68][CH2:69][S:70][C:7]1[CH2:6][C@H:5]2[N:9]([C:10](=[O:11])[C@@H:4]2[C@H:2]([OH:1])[CH3:3])[C:8]=1[C:12]([O:14][CH2:15][C:16]1[CH:21]=[CH:20][C:19]([N+:22]([O-:24])=[O:23])=[CH:18][CH:17]=1)=[O:13] |f:3.4,7.8|. Reported procedure: To a solution of p-nitrobenzyl (5R, 6S)-6-[1-(R)-hydroxyethyl]-3,7-dioxo-1-azabicyclo[3.2.0]heptane-2-carboxylate (1.40 g, 4.0 mmol) in 50 mL of dry acetonitrile, at 0° C. under N2, was added dropwise diisopropylethylamine (0.76 mL, 4.4 mmol) followed by diphenyl chlorophosphate (0.91 mL, 4.1 mmol). After stirring the reaction mixture at room temperature for 1 h, diisopropylethylamine (0.76 mL, 4.4 mmol) was added and then a solution of 2-methylthio-3-methyl-1-(2-mercaptoethyl)imidazolium triflu... Reactants: Nc1ccccc1, CN(C)C=O, O=C(O)c1cnc(-c2cccnc2)nc1. Yields the product O=C(Nc1ccccc1)c1cnc(-c2cccnc2)nc1. As a reaction SMILES: [NH2:16][c:17]1[cH:18][cH:19][cH:20][cH:21][cH:22]1.[O:23]=[CH:24][N:25]([CH3:26])[CH3:27].[n:1]1[cH:2][c:3](-[c:7]2[n:8][cH:9][c:10]([C:13](=[O:14])[OH:15])[cH:11][n:12]2)[cH:4][cH:5][cH:6]1>>[n:1]1[cH:2][c:3](-[c:7]2[n:8][cH:9][c:10]([C:13](=[O:15])[NH:16][c:17]3[cH:18][cH:19][cH:20][cH:21][cH:22]3)[cH:11][n:12]2)[cH:4][cH:5][cH:6]1. Reaction conditions: time 10 minute. RXN SMILES: [C:1](=O)([S:3][CH2:4][CH2:5][C:6]1[CH:11]=[CH:10][CH:9]=[C:8]([CH2:12][C@H:13]([NH:26][C:27]([O:29][C:30]([CH3:33])([CH3:32])[CH3:31])=[O:28])[C:14]([N:16]([C:18]2[CH:23]=[CH:22][C:21]([O:24][CH3:25])=[CH:20][CH:19]=2)[CH3:17])=[O:15])[CH:7]=1)[CH3:2].[OH-].[K+].C([N:40]1[C:48]2[C:43](=[CH:44][CH:45]=[CH:46][CH:47]=2)[C:42]([CH2:49][C:50]([O:52][CH2:53][CH3:54])=[O:51])=C1CBr)(=O)C.Cl>C(O)C>[C:30]([O:29][C:27]([NH:26][C@H:13]([C:14]([N:16]([C:18]1[CH:23]=[CH:22][C:21]([O:24][CH3:25])=[CH:20][CH:19]=1)[CH3:17])=[O:15])[CH2:12][C:8]1[CH:7]=[C:6]([CH:11]=[CH:10][CH:9]=1)[CH2:5][CH2:4][S:3][CH2:1][C:2]1[NH:40][C:48]2[C:43]([C:42]=1[CH2:49][C:50]([O:52][CH2:53][CH3:54])=[O:51])=[CH:44][CH:45]=[CH:46][CH:47]=2)=[O:28])([CH3:31])([CH3:33])[CH3:32] |f:1.2|. Reactants: C(C)(SCCC1=CC(=CC=C1)C[C@@H](C(=O)N(C)C1=CC=C(C=C1)OC)NC(=O)OC(C)(C)C)=O ((S)—S-3-(2-(tert-butoxycarbonylamino)-3-((4-methoxyphenyl)(methyl)amino)-3-oxopropyl)phenethyl ethanethioate), [OH-].[K+] (potassium hydroxide), Cl (HCl), C(C)(=O)N1C(=C(C2=CC=CC=C12)CC(=O)OCC)CBr (ethyl 2-(1-acetyl-2-(bromomethyl)-1H-indol-3-yl)acetate). Isolated yield 52.3%. Product: C(C)(C)(C)OC(=O)N[C@@H](CC=1C=C(CCSCC=2NC3=CC=CC=C3C2CC(=O)OCC)C=CC1)C(=O)N(C)C1=CC=C(C=C1)OC ((S)-ethyl 2-(2-((3-(2-(tert-butoxycarbonylamino)-3-((4-methoxyphenyl)(methyl)amino)-3-oxopropyl)phenethylthio)methyl)-1H-indol-3-yl)acetate). Run in C(C)O (ethanol). Reported procedure: To a solution of (S)—S-3-(2-(tert-butoxycarbonylamino)-3-((4-methoxyphenyl)(methyl)amino)-3-oxopropyl)phenethyl ethanethioate (2.8 g, 5.74 mmol) in ethanol (20 ml) was added potassium hydroxide (0.64 g, 11.4 mmol). After 10 minutes, ethyl 2-(1-acetyl-2-(bromomethyl)-1H-indol-3-yl)acetate (2.2 g, 6.47 mmol) was added to the solution. The reaction was stirred for 2 hours at room temperature. The reaction was neutralized with 1N (aq) HCl and then extracted with EtOAc. The organic layer was dried ov... Reactants: CC(C(=O)COC(C)=O)(C)NC(C1=CC(=CC(=C1)Cl)Cl)=O (N-(1',1'-dimethyl-3'-acetoxyacetonyl)-3,5-dichlorobenzamide), C([O-])([O-])=O.[K+].[K+] (potassium carbonate). Run in CO (methanol). The product is CC(C(=O)CO)(C)NC(C1=CC(=CC(=C1)Cl)Cl)=O (N-(1',1'-dimethyl-3'-hydroxyacetonyl)-3,5-dichlorobenzamide). Yield: 91.6%. Reaction SMILES: [CH3:1][C:2]([NH:11][C:12](=[O:21])[C:13]1[CH:18]=[C:17]([Cl:19])[CH:16]=[C:15]([Cl:20])[CH:14]=1)([CH3:10])[C:3]([CH2:5][O:6]C(=O)C)=[O:4].C(=O)([O-])[O-].[K+].[K+]>CO>[CH3:10][C:2]([NH:11][C:12](=[O:21])[C:13]1[CH:18]=[C:17]([Cl:19])[CH:16]=[C:15]([Cl:20])[CH:14]=1)([CH3:1])[C:3]([CH2:5][OH:6])=[O:4] |f:1.2.3|. Procedure: N-(1',1'-dimethyl-3'-acetoxyacetonyl)-3,5-dichlorobenzamide (5.0 gm, 0.15 m) was treated with potassium carbonate (0.21 gm, 0.0015 m) in 250 ml methanol at room temperature for 12 hours. The methanol was removed by a vacuum, the residue was taken up in ether and washed successively with saturated sodium bicarbonate, water and brine. Drying of the ether solution followed by removing the solvent yielded 4.0 gm (98%) of pure product. Solvent: CN(C)C=O (DMF). The reactants are ClC1=C(C=CC=C1)N1N=C(C=C1C(=O)O)C(F)(F)F (2-(2-chlorophenyl)-5-trifluoromethyl-2H-pyrazole-3-carboxylic acid), C(Cl)(Cl)Cl (CHCl3), C(C(=O)Cl)(=O)Cl (oxalyl chloride). The product is ClC1=C(C=CC=C1)N1N=C(C=C1C(=O)Cl)C(F)(F)F (2-(2-Chloro-phenyl)-5-trifluoromethyl-2H-pyrazole-3-carbonyl chloride). As a reaction SMILES: [Cl:1][C:2]1[CH:7]=[CH:6][CH:5]=[CH:4][C:3]=1[N:8]1[C:12]([C:13](O)=[O:14])=[CH:11][C:10]([C:16]([F:19])([F:18])[F:17])=[N:9]1.C(Cl)(Cl)[Cl:21].C(Cl)(=O)C(Cl)=O>CN(C=O)C>[Cl:1][C:2]1[CH:7]=[CH:6][CH:5]=[CH:4][C:3]=1[N:8]1[C:12]([C:13]([Cl:21])=[O:14])=[CH:11][C:10]([C:16]([F:19])([F:18])[F:17])=[N:9]1. Reaction conditions: temperature 0 celsius, time 1 hour. Procedure details: To a N2 purged round bottom flask was added 2-(2-chlorophenyl)-5-trifluoromethyl-2H-pyrazole-3-carboxylic acid (2.10 g, 7.20 mmol) and anhydrous CHCl3 (30 mL). The solution was cooled to 0° C. prior to the addition of oxalyl chloride (1.3 mL, 14 mmol) and anhydrous DMF (1 mL). The reaction solution was stirred 1 h under N2. The solution was concentrated under reduced pressure on the rotavapor to afford 2.4 g crude product. The crude acid chloride was used without further purification in the next...